From a dataset of the Open Reaction Database (ORD), a public repository of structured organic reaction records. describe an organic reaction: reactants, conditions, products, and yield Reactants: Cl.COC(C1=CC=C(C=C1)CNCC(CC)O)=O (4-[(2-hydroxybutylamino)methyl]benzoic acid methyl ester hydrochloride), C(C1=CC=CC=C1)(=O)C1=C(C(=O)O)C=CC(=C1)Cl (2-benzoyl-4-chlorobenzoic acid). Yields the product COC(C1=CC=C(C=C1)CN1C(C2=CC=C(C=C2C(=C1C(CC)=O)C1=CC=CC=C1)Cl)=O)=O (4-(6-chloro-1-oxo-4-phenyl-3-propionyl-1H-isoquinolin-2-ylmethyl)benzoic acid methyl ester). As a reaction SMILES: Cl.[CH3:2][O:3][C:4](=[O:18])[C:5]1[CH:10]=[CH:9][C:8]([CH2:11][NH:12][CH2:13][CH:14]([OH:17])[CH2:15][CH3:16])=[CH:7][CH:6]=1.[C:19]([C:27]1[CH:35]=[C:34]([Cl:36])[CH:33]=[CH:32][C:28]=1[C:29](O)=[O:30])(=O)[C:20]1[CH:25]=[CH:24][CH:23]=[CH:22][CH:21]=1>>[CH3:2][O:3][C:4](=[O:18])[C:5]1[CH:6]=[CH:7][C:8]([CH2:11][N:12]2[C:13]([C:14](=[O:17])[CH2:15][CH3:16])=[C:19]([C:20]3[CH:25]=[CH:24][CH:23]=[CH:22][CH:21]=3)[C:27]3[C:28](=[CH:32][CH:33]=[C:34]([Cl:36])[CH:35]=3)[C:29]2=[O:30])=[CH:9][CH:10]=1 |f:0.1|. Procedure: In the same manner as in Example 458, Step 2, the title compound was synthesized from 4-[(2-hydroxybutylamino)methyl]benzoic acid methyl ester hydrochloride and 2-benzoyl-4-chlorobenzoic acid. Starting materials: CNOC, CCN=C=NCCCN(C)C, Cl, C1CCOC1, c1ccncc1, O=C(O)c1ccc2cc[nH]c2c1. The product is CON(C)C(=O)c1ccc2cc[nH]c2c1. As a reaction SMILES: [CH3:14][NH:15][O:16][CH3:17].[CH3:18][N:19]([CH3:20])[CH2:21][CH2:22][CH2:23][N:24]=[C:25]=[N:26][CH2:27][CH3:28].[ClH:13].[O:35]1[CH2:36][CH2:37][CH2:38][CH2:39]1.[cH:29]1[cH:30][cH:31][n:32][cH:33][cH:34]1.[nH:1]1[cH:2][cH:3][c:4]2[cH:5][cH:6][c:7]([C:10](=[O:11])[OH:12])[cH:8][c:9]12>>[nH:1]1[cH:2][cH:3][c:4]2[cH:5][cH:6][c:7]([C:10](=[O:12])[N:15]([CH3:14])[O:16][CH3:17])[cH:8][c:9]12. Reactants: C[Si](C(C)(C)C)(O[C@H]1[C@@H](O[C@@H]([C@H]1O[Si](C(C)(C)C)(C)C)CO[Si](C(C)(C)C)(C)C)N1C2=NC(=NC(=C2N=C1)NC1CCCC1)N1N=NC(=C1)C(=O)OCC)C (ethyl 1-(9-{(2R,3R,4R,5R)-3,4-bis(1,1,2,2-tetramethyl-1-silapropoxy)-5-[(1,1,2,2-tetramethyl-1-silapropoxy)methyl]oxolan-2-yl}-6-(cyclopentylamino)purin-2-yl)-1,2,3-triazole-4-carboxylate), C1CCOC1 (THF), [H-].[H-].[H-].[H-].[Li+].[Al+3] (LiAlH4), [NH4+].[Cl-] (NH4Cl). Conditions: temperature 0 celsius. Yields the product C[Si](C(C)(C)C)(O[C@H]1[C@@H](O[C@@H]([C@H]1O[Si](C(C)(C)C)(C)C)CO[Si](C(C)(C)C)(C)C)N1C2=NC(=NC(=C2N=C1)NC1COCC1)N1N=NC(=C1)CO)C ([1-(9-{(2R,3R,4R,5R)-3,4-bis(1,1,2,2-tetramethyl-1-silapropoxy)-5-[(1,1,2,2-tetramethyl-1-silapropoxy)methyl]oxolan-2-yl}-6-(oxolan-3-ylamino)purin-2-yl)-1,2,3-triazole-4-yl]methan-1-ol). RXN SMILES: [CH3:1][Si:2]([CH3:55])([O:7][C@@H:8]1[C@H:12]([O:13][Si:14]([CH3:20])([CH3:19])[C:15]([CH3:18])([CH3:17])[CH3:16])[C@@H:11]([CH2:21][O:22][Si:23]([CH3:29])([CH3:28])[C:24]([CH3:27])([CH3:26])[CH3:25])[O:10][C@H:9]1[N:30]1[CH:38]=[N:37][C:36]2[C:31]1=[N:32][C:33]([N:45]1[CH:49]=[C:48]([C:50](OCC)=[O:51])[N:47]=[N:46]1)=[N:34][C:35]=2[NH:39][CH:40]1CC[CH2:42][CH2:41]1)[C:3]([CH3:6])([CH3:5])[CH3:4].[H-].[H-].[H-].[H-].[Li+].[Al+3].[NH4+].[Cl-].C1C[O:67][CH2:66]C1>>[CH3:1][Si:2]([CH3:55])([O:7][C@@H:8]1[C@H:21]([O:22][Si:23]([CH3:29])([CH3:28])[C:24]([CH3:25])([CH3:27])[CH3:26])[C@@H:11]([CH2:12][O:13][Si:14]([CH3:20])([CH3:19])[C:15]([CH3:16])([CH3:17])[CH3:18])[O:10][C@H:9]1[N:30]1[CH:38]=[N:37][C:36]2[C:31]1=[N:32][C:33]([N:45]1[CH:49]=[C:48]([CH2:50][OH:51])[N:47]=[N:46]1)=[N:34][C:35]=2[NH:39][CH:40]1[CH2:41][CH2:42][O:67][CH2:66]1)[C:3]([CH3:4])([CH3:5])[CH3:6] |f:1.2.3.4.5.6,7.8|. Procedure details: 1.5 g of ethyl 1-(9-{(2R,3R,4R,5R)-3,4-bis(1,1,2,2-tetramethyl-1-silapropoxy)-5-[(1,1,2,2-tetramethyl-1-silapropoxy)methyl]oxolan-2-yl}-6-(cyclopentylamino)purin-2-yl)-1,2,3-triazole-4-carboxylate prepared as described in Example 9A is dissolved in 10 mL of THF and chilled in a 0° C. bath. 2 ml of LiAlH4 is added to this solution. The mixture is then allowed to warm to room temperature over a course of several hours. A saturated solution of NH4Cl is added dropwise to the room temperature solutio... Reactants: C1CCOC1, CO[Si](OC)(OC)OC, FC(F)(F)Oc1ccc(C2CCC(C3CCC(CCCl)CC3)CC2)cc1, [Mg]. Yields the product CO[Si](CCC1CCC(C2CCC(c3ccc(OC(F)(F)F)cc3)CC2)CC1)(OC)OC. As a reaction SMILES: [CH2:37]1[O:38][CH2:39][CH2:40][CH2:41]1.[CH3:28][O:29][Si:30]([O:31][CH3:32])([O:33][CH3:34])[O:35][CH3:36].[F:2][C:3]([O:4][c:5]1[cH:6][cH:7][c:8]([CH:11]2[CH2:12][CH2:13][CH:14]([CH:17]3[CH2:18][CH2:19][CH:20]([CH2:23][CH2:24][Cl:25])[CH2:21][CH2:22]3)[CH2:15][CH2:16]2)[cH:9][cH:10]1)([F:26])[F:27].[Mg:1]>>[F:2][C:3]([O:4][c:5]1[cH:6][cH:7][c:8]([CH:11]2[CH2:12][CH2:13][CH:14]([CH:17]3[CH2:18][CH2:19][CH:20]([CH2:23][CH2:24][Si:30]([O:29][CH3:28])([O:31][CH3:32])[O:33][CH3:34])[CH2:21][CH2:22]3)[CH2:15][CH2:16]2)[cH:9][cH:10]1)([F:26])[F:27].